describe an organic reaction: reactants, conditions, products, and yield From a dataset of the Open Reaction Database (ORD), a public repository of structured organic reaction records. Reactants: O=C([O-])[O-], C=CCBr, CCC(C)=O, [K+], [K+], CCOC(=O)COc1ccc(O)cc1. Yields the product C=CCOc1ccc(OCC(=O)OCC)cc1. As a reaction SMILES: [C:19](=[O:20])([O-:21])[O-:22].[CH2:1]([CH:2]=[CH2:3])[Br:4].[CH3:25][CH2:26][C:27](=[O:28])[CH3:29].[K+:23].[K+:24].[OH:5][c:6]1[cH:7][cH:8][c:9]([O:10][CH2:11][C:12](=[O:13])[O:14][CH2:15][CH3:16])[cH:17][cH:18]1>>[CH2:1]([CH:2]=[CH2:3])[O:5][c:6]1[cH:7][cH:8][c:9]([O:10][CH2:11][C:12](=[O:13])[O:14][CH2:15][CH3:16])[cH:17][cH:18]1.